Dataset: the Open Reaction Database (ORD), a public repository of structured organic reaction records. Task: describe an organic reaction: reactants, conditions, products, and yield Reactants: ClC1=C(C=CC=C1Cl)C1C(=C(NC(=C1C(=O)OC)C)CN1C(C=2C(C1=O)=CC=CC2)=O)C(=O)OCC (4-(2,3-Dichlorophenyl)-3-ethoxycarbonyl-5-methoxycarbonyl-6-methyl-2-phthalimidomethyl-1,4-dihydropyridine). The reagents and catalysts are [O-2].[O-2].[Mn+4] (manganese dioxide). The product is ClC1=C(C=CC=C1Cl)C1=C(C(=NC(=C1C(=O)OC)C)CN1C(C=2C(C1=O)=CC=CC2)=O)C(=O)OCC (4-(2,3-Dichlorophenyl)-3-ethoxycarbonyl-5-methoxycarbonyl-6-methyl-2-phthalimidomethylpyridine). RXN SMILES: [Cl:1][C:2]1[C:7]([Cl:8])=[CH:6][CH:5]=[CH:4][C:3]=1[CH:9]1[C:14]([C:15]([O:17][CH3:18])=[O:16])=[C:13]([CH3:19])[NH:12][C:11]([CH2:20][N:21]2[C:25](=[O:26])[C:24]3=[CH:27][CH:28]=[CH:29][CH:30]=[C:23]3[C:22]2=[O:31])=[C:10]1[C:32]([O:34][CH2:35][CH3:36])=[O:33]>[O-2].[O-2].[Mn+4]>[Cl:1][C:2]1[C:7]([Cl:8])=[CH:6][CH:5]=[CH:4][C:3]=1[C:9]1[C:14]([C:15]([O:17][CH3:18])=[O:16])=[C:13]([CH3:19])[N:12]=[C:11]([CH2:20][N:21]2[C:25](=[O:26])[C:24]3=[CH:27][CH:28]=[CH:29][CH:30]=[C:23]3[C:22]2=[O:31])[C:10]=1[C:32]([O:34][CH2:35][CH3:36])=[O:33] |f:1.2.3|. Reported procedure: Analogously to the procedure for Example I, 2.3 g (4.3 mmol) of the compound from Example II are oxidized by 10 g of manganese dioxide at RT for 1 h to give 2.0 g (88% of theory) of the title compound.